Task: describe an organic reaction: reactants, conditions, products, and yield. Dataset: the Open Reaction Database (ORD), a public repository of structured organic reaction records The reactants are NC=1C=CC2=C(/C(=C(\CCC2)/CO)/C)C1 ((E)-(2-amino-9-methyl-6,7-dihydro-5H-benzo[7]annulen-8-yl)methanol), ClC=1C(=NC=C(C1)Cl)C(=O)O (3,5-dichloropicolinic acid). Yields the product ClC=1C(=NC=C(C1)Cl)C(=O)NC=1C=CC2=C(/C(=C(\CCC2)/CO)/C)C1 ((E)-3,5-Dichloro-N-(8-(hydroxymethyl)-9-methyl-6,7-dihydro-5H-benzo[7]annulen-2-yl)picolinamide). RXN SMILES: [NH2:1][C:2]1[CH:3]=[CH:4][C:5]2[CH2:11][CH2:10][CH2:9][C:8]([CH2:12][OH:13])=[C:7]([CH3:14])[C:6]=2[CH:15]=1.[Cl:16][C:17]1[C:18]([C:24](O)=[O:25])=[N:19][CH:20]=[C:21]([Cl:23])[CH:22]=1>>[Cl:16][C:17]1[C:18]([C:24]([NH:1][C:2]2[CH:3]=[CH:4][C:5]3[CH2:11][CH2:10][CH2:9][C:8]([CH2:12][OH:13])=[C:7]([CH3:14])[C:6]=3[CH:15]=2)=[O:25])=[N:19][CH:20]=[C:21]([Cl:23])[CH:22]=1. Procedure details: In a manner similar to the procedure of step 3A, (E)-(2-amino-9-methyl-6,7-dihydro-5H-benzo[7]annulen-8-yl)methanol from preparation J was coupled with 3,5-dichloropicolinic acid to afford the titled compound of Step 45A. LCMS (M+H)+=375.2. 1H NMR (500 HMz, methanol-d4) δ 8.62 (d, J=2.0 Hz, 1H), 8.18 (d, J=2.1 Hz, 1H), 7.65 (d, J=2.1 Hz, 1H), 7.50 (dd, J=8.1, 2.3 Hz, 1H), 7.19 (d, J=8.2 Hz, 1H), 4.33 (s, 2H), 2.56 (t, J=7.0 Hz, 2H), 2.14 (s, 3H), 2.13-2.08 (m, 2H), 2.00-1.95 (m, 2H). Yields the product C(C)OC(=O)C=1N=CN(C1S)C=1SC=CN1 (4-ethoxycarbonyl-1-(thiazol-2-yl)imidazole-5-thiol). Procedure: 8.0 g of 5-chloro-4-ethoxycarbonyl-1-(thiazol-2-yl)imidazole was dissolved in 30 ml of dimethylformamide. To the resulting solution was added 6.2 g of sodium hydrosulfide (content of 70%), followed by stirring of the resulting mixture at 60° C. for 1 hour. After completion of the reaction, the reaction mixture was poured into ice water and the resulting solution was made weakly acidic with conc. hydrochloric acid. Crystals precipitated were filtered out, washed and dried to give 7.5 g of the des... RXN SMILES: Cl[C:2]1[N:6]([C:7]2[S:8][CH:9]=[CH:10][N:11]=2)[CH:5]=[N:4][C:3]=1[C:12]([O:14][CH2:15][CH3:16])=[O:13].[SH-:17].[Na+].Cl>CN(C)C=O>[CH2:15]([O:14][C:12]([C:3]1[N:4]=[CH:5][N:6]([C:7]2[S:8][CH:9]=[CH:10][N:11]=2)[C:2]=1[SH:17])=[O:13])[CH3:16] |f:1.2|. Solvent: CN(C=O)C (dimethylformamide). Isolated yield 94.6%. Reactants: Cl (hydrochloric acid), ClC1=C(N=CN1C=1SC=CN1)C(=O)OCC (5-chloro-4-ethoxycarbonyl-1-(thiazol-2-yl)imidazole), ice water, [SH-].[Na+] (sodium hydrosulfide). Reaction conditions: temperature 60 celsius, time 1 hour. Starting materials: ClC1=CC=C(C=C1)N1C(=NC2=C(C1=O)C=NN2C2=CC=CC=C2)C2=CC=C(C=C2)C(C=CN(C)C)=O (5-(4-chloro-phenyl)-6-[4-(3-dimethylamino-acryloyl)-phenyl]-1-phenyl-1,5-dihydro-pyrazolo[3,4-d]pyrimidin-4-one), NO.Cl (NH2OH.HCl). The solvent is CO (MeOH). Reaction conditions: temperature 80 celsius. The product is titled compound, ClC1=CC=C(C=C1)N1C(=NC2=C(C1=O)C=NN2C2=CC=CC=C2)C2=CC=C(C=C2)C2=CC=NO2 (5-(4-Chloro-phenyl)-6-(4-isoxazol-5-yl-phenyl)-1-phenyl-1,5-dihydro-pyrazolo[3,4-d]pyrimidin-4-one). As a reaction SMILES: [Cl:1][C:2]1[CH:7]=[CH:6][C:5]([N:8]2[C:13](=[O:14])[C:12]3[CH:15]=[N:16][N:17]([C:18]4[CH:23]=[CH:22][CH:21]=[CH:20][CH:19]=4)[C:11]=3[N:10]=[C:9]2[C:24]2[CH:29]=[CH:28][C:27]([C:30](=[O:36])[CH:31]=[CH:32][N:33](C)C)=[CH:26][CH:25]=2)=[CH:4][CH:3]=1.NO.Cl>CO>[Cl:1][C:2]1[CH:7]=[CH:6][C:5]([N:8]2[C:13](=[O:14])[C:12]3[CH:15]=[N:16][N:17]([C:18]4[CH:23]=[CH:22][CH:21]=[CH:20][CH:19]=4)[C:11]=3[N:10]=[C:9]2[C:24]2[CH:29]=[CH:28][C:27]([C:30]3[O:36][N:33]=[CH:32][CH:31]=3)=[CH:26][CH:25]=2)=[CH:4][CH:3]=1 |f:1.2|. Procedure: To a slurry of 5-(4-chloro-phenyl)-6-[4-(3-dimethylamino-acryloyl)-phenyl]-1-phenyl-1,5-dihydro-pyrazolo[3,4-d]pyrimidin-4-one (8.0 mg, 0.016 mmol) in MeOH (0.5 mL) is added NH2OH.HCl (1.5 mg, 0.022 mmol). The mixture is heated to 80° C. for 2 h and cooled down to room temperature. After concentration under vacuum, the residue is purified by preparative LC/MS to provide the titled compound 5-(4-Chloro-phenyl)-6-(4-isoxazol-5-yl-phenyl)-1-phenyl-1,5-dihydro-pyrazolo[3,4-d]pyrimidin-4-one as white... The reactants are C1=C(C=CC2=CC=CC=C12)S(=O)(=O)N1CC2C(C1)CN(C2)C2=NC=C(C=N2)C(=O)O (2-[5-(naphthalene-2-sulfonyl)-hexahydro-pyrrolo[3,4-c]pyrrol-2-yl]-pyrimidine-5-carboxylic acid), CCN=C=NCCCN(C)C.Cl (EDCl), C=1C=CC2=C(C1)N=NN2O (HOBt), intermediate D, CCN(C(C)C)C(C)C (DIPEA), CN(C)C=O (DMF). Conditions: time 24 hour. The product is C(C(C)C)OC(C)ONC(=O)C=1C=NC(=NC1)N1CC2CN(CC2C1)S(=O)(=O)C1=CC2=CC=CC=C2C=C1 (N-(1-Isobutoxyethoxy) 2-[5-(naphthalene-2-sulfonyl)hexahydropyrrolo[3,4-c]pyrrol-2(1H)-yl]pyrimidine-5-carboxamide). Yield: 66.0%. Reaction SMILES: [CH:1]1[C:10]2[C:5](=[CH:6][CH:7]=[CH:8][CH:9]=2)[CH:4]=[CH:3][C:2]=1[S:11]([N:14]1[CH2:18][CH:17]2[CH2:19][N:20]([C:22]3[N:27]=[CH:26][C:25]([C:28]([OH:30])=O)=[CH:24][N:23]=3)[CH2:21][CH:16]2[CH2:15]1)(=[O:13])=[O:12].CCN=C=N[CH2:36][CH2:37][CH2:38]N(C)C.Cl.C1C=CC2[N:51]([OH:52])N=NC=2C=1.CCN([CH:59]([CH3:61])C)C(C)C.CN([CH:65]=[O:66])C>>[CH2:65]([O:66][CH:59]([O:52][NH:51][C:28]([C:25]1[CH:26]=[N:27][C:22]([N:20]2[CH2:21][CH:16]3[CH:17]([CH2:18][N:14]([S:11]([C:2]4[CH:3]=[CH:4][C:5]5[C:10](=[CH:9][CH:8]=[CH:7][CH:6]=5)[CH:1]=4)(=[O:13])=[O:12])[CH2:15]3)[CH2:19]2)=[N:23][CH:24]=1)=[O:30])[CH3:61])[CH:37]([CH3:36])[CH3:38] |f:1.2|. Procedure: To a solution of 2-[5-(naphthalene-2-sulfonyl)-hexahydro-pyrrolo[3,4-c]pyrrol-2-yl]-pyrimidine-5-carboxylic acid (0.266 g, 0.71 mmol) in DMF (2 ml) was added EDCl (0.204 g, 1.06 mmol), HOBt (0.171 g, 1.1 mmol), intermediate D (1 ml, 7 mmol) and DIPEA (2 ml, 11 mmol). The reaction was stirred for 24 h, then loaded directly onto a silica gel column. The product was eluted with 2% MeOH/DCM to 5% MeOH/DCM to yield the title compound (0.255 g, 66%). This was carried onto the next step without charact... Reaction conditions: time 8 hour. Yields the product COC(CNCCN(C)C(=O)OC(C)(C)C)=O (N-[2-(N-t-butoxycarbonyl-N-methylamino)ethyl]glycine methyl ester). Yield: 48.8%. Starting materials: C(C)(C)(C)OC(=O)N(C)CC=O (N-t-butoxycarbonylsarcosinal), Cl.COC(CN)=O (glycine methyl ester hydrochloride), C(#N)[BH3-].[Na+] (sodium cyanoborohydride). Reported procedure: To a solution of N-t-butoxycarbonylsarcosinal (1.50 g) and glycine methyl ester hydrochloride (1.63 g) in methanol (60 ml) was added a solution of sodium cyanoborohydride (544 mg) in methanol (10 ml) at ambient temperature. The mixture was stirred overnight at the same temperature. After evaporation of the solvent, the residue was dissolved in ethyl acetate (50 ml), and the solution was washed with 1 M sodium bicarbonate solution and water successively, dried over magnesium sulfate, and concentr... The solvent is CO (methanol), CO (methanol). As a reaction SMILES: [C:1]([O:5][C:6]([N:8]([CH2:10][CH:11]=O)[CH3:9])=[O:7])([CH3:4])([CH3:3])[CH3:2].Cl.[CH3:14][O:15][C:16](=[O:19])[CH2:17][NH2:18].C([BH3-])#N.[Na+]>CO>[CH3:14][O:15][C:16](=[O:19])[CH2:17][NH:18][CH2:11][CH2:10][N:8]([C:6]([O:5][C:1]([CH3:2])([CH3:3])[CH3:4])=[O:7])[CH3:9] |f:1.2,3.4|.